This data is from the Open Reaction Database (ORD), a public repository of structured organic reaction records. The task is: describe an organic reaction: reactants, conditions, products, and yield Starting materials: C(C)OC(C(CC1=CC=C(C=C1)C#CCCCBr)OC)=O (3-[4-(5-Bromo-pent-1-ynyl)-phenyl]-2-methoxy-propionic acid ethyl ester), C(C)(C)(C1=CC=CC=C1)C1=CC=C(C=C1)O (4-cumylphenol). Yields the product CO[C@H](C(=O)O)CC1=CC=C(C=C1)C#CCCCOC1=CC=C(C=C1)C(C)(C1=CC=CC=C1)C ((2S)-2-Methoxy-3-(4-{5-[4-(1-methyl-1-phenyl-ethyl)-phenoxy]-pent-1-ynyl}-phenyl)-propionic acid). As a reaction SMILES: C([O:3][C:4](=[O:21])[CH:5]([O:19][CH3:20])[CH2:6][C:7]1[CH:12]=[CH:11][C:10]([C:13]#[C:14][CH2:15][CH2:16][CH2:17]Br)=[CH:9][CH:8]=1)C.[C:22]([C:31]1[CH:36]=[CH:35][C:34]([OH:37])=[CH:33][CH:32]=1)([C:25]1[CH:30]=[CH:29][CH:28]=[CH:27][CH:26]=1)([CH3:24])[CH3:23]>>[CH3:20][O:19][C@@H:5]([CH2:6][C:7]1[CH:8]=[CH:9][C:10]([C:13]#[C:14][CH2:15][CH2:16][CH2:17][O:37][C:34]2[CH:33]=[CH:32][C:31]([C:22]([CH3:24])([C:25]3[CH:26]=[CH:27][CH:28]=[CH:29][CH:30]=3)[CH3:23])=[CH:36][CH:35]=2)=[CH:11][CH:12]=1)[C:4]([OH:3])=[O:21]. Procedure details: The title compound was prepared from 3-[4-(5-Bromo-pent-1-ynyl)-phenyl]-2-methoxy-propionic acid ethyl ester from Example 24, Step A and 4-cumylphenol in a manner analogous to that described for Example 24, Step B. MS(ES) for C30H32O4 [M+NH4]+: 474.3 The reactants are O=C([O-])[O-], COc1ccc(N2CCN(c3ccc(-n4cn[nH]c4=O)cc3)CC2)cc1, CN(C)C=O, [K+], [K+], O, O=S(=O)(OCC(F)(F)F)c1ccc2ccccc2c1. RXN SMILES: [C:46](=[O:47])([O-:48])[O-:49].[CH3:1][O:2][c:3]1[cH:4][cH:5][c:6]([N:9]2[CH2:10][CH2:11][N:12]([c:15]3[cH:16][cH:17][c:18](-[n:21]4[c:22](=[O:26])[nH:23][n:24][cH:25]4)[cH:19][cH:20]3)[CH2:13][CH2:14]2)[cH:7][cH:8]1.[CH3:52][N:53]([CH3:54])[CH:55]=[O:56].[K+:50].[K+:51].[OH2:57].[cH:27]1[c:28]2[c:29]([cH:30][cH:31][cH:32][cH:33]2)[cH:34][cH:35][c:36]1[S:37]([O:38][CH2:41][C:42]([F:43])([F:44])[F:45])(=[O:39])=[O:40]>>[CH3:1][O:2][c:3]1[cH:4][cH:5][c:6]([N:9]2[CH2:10][CH2:11][N:12]([c:15]3[cH:16][cH:17][c:18](-[n:21]4[c:22](=[O:26])[n:23]([CH2:41][C:42]([F:43])([F:44])[F:45])[n:24][cH:25]4)[cH:19][cH:20]3)[CH2:13][CH2:14]2)[cH:7][cH:8]1. Yields the product COc1ccc(N2CCN(c3ccc(-n4cnn(CC(F)(F)F)c4=O)cc3)CC2)cc1. Product: CCOc1cc(C(N)=O)ccc1Nc1ncnc2sc(C(=O)O)c(C)c12. As a reaction SMILES: [C:1]([NH2:2])(=[O:3])[c:4]1[cH:5][c:6]([O:25][CH2:26][CH3:27])[c:7]([NH:10][c:11]2[c:12]3[c:13]([n:14][cH:15][n:16]2)[s:17][c:18]([C:21](=[O:22])[O:23][CH3:24])[c:19]3[CH3:20])[cH:8][cH:9]1.[NH4+:28].[OH-:29]>>[C:1]([NH2:2])(=[O:3])[c:4]1[cH:5][c:6]([O:25][CH2:26][CH3:27])[c:7]([NH:10][c:11]2[c:12]3[c:13]([n:14][cH:15][n:16]2)[s:17][c:18]([C:21](=[O:22])[OH:23])[c:19]3[CH3:20])[cH:8][cH:9]1. The reactants are CCOc1cc(C(N)=O)ccc1Nc1ncnc2sc(C(=O)OC)c(C)c12, [NH4+], [OH-].